This data is from the Open Reaction Database (ORD), a public repository of structured organic reaction records. The task is: describe an organic reaction: reactants, conditions, products, and yield Reactants: O=C(CC(=O)OCC)C=1C=C2C(=CN1)OC=C2 (ethyl β-oxo-5-furo[2,3-c]pyridinepropionate), [OH-].[Na+] (sodium hydroxide). Solvent: C1(=CC=CC=C1)C (toluene). Reaction conditions: temperature 60 celsius, time 8 hour. The product is C(C)(=O)C=1C=C2C(=CN1)OC=C2 (5-acetylfuro[2,3-c]pyridine). The yield is 50.9%. RXN SMILES: [O:1]=[C:2]([C:9]1[CH:10]=[C:11]2[CH:17]=[CH:16][O:15][C:12]2=[CH:13][N:14]=1)[CH2:3]C(OCC)=O.[OH-].[Na+]>C1(C)C=CC=CC=1>[C:2]([C:9]1[CH:10]=[C:11]2[CH:17]=[CH:16][O:15][C:12]2=[CH:13][N:14]=1)(=[O:1])[CH3:3] |f:1.2|. Procedure details: Ethyl β-oxo-5-furo[2,3-c]pyridinepropionate (583 mg, 2.5 mmol) obtained in Example 7 was dissolved in 10 mL of toluene, and 3 g of 10% sodium hydroxide aqueous solution was added with stirring. After addition, the reaction mixture was heated to 60° C., and a reaction was carried out for 8 hours with stirring. It was then cooled to room temperature, the organic layer was separated, the aqueous layer was extracted twice with 5 mL of methylene chloride, and the combined organic layer was dried with... Reactants: COC1=C(C=CC(=C1)[N+](=O)[O-])CO ((2-methoxy-4-nitrophenyl)methanol), Br (HBr), [Br-] (bromide), C1(=CC=CC=C1)P(C1=CC=CC=C1)C1=CC=CC=C1 (triphenylphosphine). Solvent: C(C)(=O)O (acetic acid), C(Cl)Cl.C1=CC=CC=C1 (CH2Cl2 benzene). Conditions: time 3 day. Product: [Br-].COC1=C(C[P+](C2=CC=CC=C2)(C2=CC=CC=C2)C2=CC=CC=C2)C=CC(=C1)[N+](=O)[O-] ((2-Methoxy-4-nitrobenzyl)(triphenyl)phosphonium bromide). Yield: 84.0%. RXN SMILES: [CH3:1][O:2][C:3]1[CH:8]=[C:7]([N+:9]([O-:11])=[O:10])[CH:6]=[CH:5][C:4]=1[CH2:12]O.[BrH:14].[Br-].[C:16]1([P:22]([C:29]2[CH:34]=[CH:33][CH:32]=[CH:31][CH:30]=2)[C:23]2[CH:28]=[CH:27][CH:26]=[CH:25][CH:24]=2)[CH:21]=[CH:20][CH:19]=[CH:18][CH:17]=1>C(O)(=O)C.C(Cl)Cl.C1C=CC=CC=1>[Br-:14].[CH3:1][O:2][C:3]1[CH:8]=[C:7]([N+:9]([O-:11])=[O:10])[CH:6]=[CH:5][C:4]=1[CH2:12][P+:22]([C:23]1[CH:24]=[CH:25][CH:26]=[CH:27][CH:28]=1)([C:29]1[CH:34]=[CH:33][CH:32]=[CH:31][CH:30]=1)[C:16]1[CH:17]=[CH:18][CH:19]=[CH:20][CH:21]=1 |f:5.6,7.8|. Reported procedure: Bromination of (2-methoxy-4-nitrophenyl)methanol with 30% HBr in acetic acid, followed by reaction of the crude bromide with triphenylphosphine, using the procedure described in example 112, except that the conditions for the displacement were 3 days at 20° C. followed by 1 day at 55° C., gave the phosphonium salt (582) (84%) as a yellow solid, mp (CH2Cl2/benzene) 194–196° C. 1H NMR (CDCl3) δ 7.83–7.63 (m, 17H), 7.45 (br s, 1H), 5.52 (d, J=15.0 Hz, 2H). Found: C, 61.10; H, 4.73; N, 3.05. C26H23B...